This data is from the Open Reaction Database (ORD), a public repository of structured organic reaction records. The task is: describe an organic reaction: reactants, conditions, products, and yield The solvent is CS(=O)C (dimethyl sulfoxide), O1CCCC1 (tetrahydrofuran). Reaction conditions: temperature 110 celsius, time 4 hour. Reactants: FC1=C(C#N)C(=CC=C1)NC1=CC=CC=C1 (2-fluoro-6-(phenylamino)benzonitrile), [O-]C1=CC=CC=C1.[Na+] (Sodium phenoxide), C1(=CC=CC=C1)O (phenol), [H-].[Na+] (sodium hydride). Procedure details: Sodium phenoxide was generated by dissolving phenol (0.36 g, 3.83 mmol) in dry tetrahydrofuran (5 mL), and adding sodium hydride (0.087 g, 3.6 mmol). After gas evolution ceased, the solvent was evaporated and 2-fluoro-6-(phenylamino)benzonitrile (0.6 g, 2.83 mmol) dissolved in dimethyl sulfoxide (10 mL) was added. The mixture was heated to 110° C. while stirring under argon for 4 hours. The solvent was evaporated in vacuo, and the residue was partitioned between ethyl acetate and water. The orga... Product: O(C1=CC=CC=C1)C1=C(C#N)C(=CC=C1)NC1=CC=CC=C1 (2-Phenoxy-6-(phenylamino)benzonitrile). RXN SMILES: [O-:1][C:2]1[CH:7]=[CH:6][CH:5]=[CH:4][CH:3]=1.[Na+].C1(O)C=CC=CC=1.[H-].[Na+].F[C:19]1[CH:26]=[CH:25][CH:24]=[C:23]([NH:27][C:28]2[CH:33]=[CH:32][CH:31]=[CH:30][CH:29]=2)[C:20]=1[C:21]#[N:22]>O1CCCC1.CS(C)=O>[O:1]([C:19]1[CH:26]=[CH:25][CH:24]=[C:23]([NH:27][C:28]2[CH:29]=[CH:30][CH:31]=[CH:32][CH:33]=2)[C:20]=1[C:21]#[N:22])[C:2]1[CH:7]=[CH:6][CH:5]=[CH:4][CH:3]=1 |f:0.1,3.4|. The reactants are CC1(CCCCC1)COC1=CC=C(C(=O)O)C=C1 (4-(1-methyl-cyclohexylmethoxy)-benzoic acid), S(=O)(Cl)Cl (thionyl chloride), CN(C)C=O (DMF). Reaction conditions: time 1.5 hour. The product is CC1(CCCCC1)COC1=CC=C(C(=O)N)C=C1 (4-(1-Methyl-cyclohexylmethoxy)-benzamide). Yield: 94.0%. RXN SMILES: [CH3:1][C:2]1([CH2:8][O:9][C:10]2[CH:18]=[CH:17][C:13]([C:14](O)=[O:15])=[CH:12][CH:11]=2)[CH2:7][CH2:6][CH2:5][CH2:4][CH2:3]1.S(Cl)(Cl)=O.C[N:24](C=O)C>>[CH3:1][C:2]1([CH2:8][O:9][C:10]2[CH:18]=[CH:17][C:13]([C:14]([NH2:24])=[O:15])=[CH:12][CH:11]=2)[CH2:7][CH2:6][CH2:5][CH2:4][CH2:3]1. Procedure details: Add a drop of anhydrous DMF to a mixture of 4-(1-methyl-cyclohexylmethoxy)-benzoic acid (prepared by following the procedure described in Chem. Pharm. Bull. 1982, 30, 3601-3616) (1 g, 4.03 mmol) and thionyl chloride (3.5 mL) at room temperature. Stir the mixture for 1.5 h and then remove the excess of thionyl chloride in vacuo. Take-up the crude acid chloride in anhydrous THF (10 mL) and add the resulting solution to cold concentrated NH4OH (50 mL). Stir for 2.5 h at room temperature and concent... Starting materials: BrC1=C(C=2CC3=CC=CC=C3C2C=C1)Br (Dibromofluorene), C(CCCCCCC)Br (n-octylbromide), [OH-].[K+] (KOH), CCCCCCCC(=O)C(C(=O)CCCCCCC)(C(=O)CCCCCCC)[NH3+].[Cl-] (Aliquat-336), mixture. The solvent is ClCCl (Dichloromethane). Reaction conditions: temperature 85 celsius, time 8 hour. Yields the product BrC1=CC=2C(C3=CC(=CC=C3C2C=C1)Br)(CCCCCCCC)CCCCCCCC (2,7-dibromo-9,9-dioctylfluorene). As a reaction SMILES: [Br:1][C:2]1[CH:14]=CC2C3C(=CC=CC=3)C[C:4]=2[C:3]=1Br.[OH-].[K+].[CH3:18][CH2:19][CH2:20][CH2:21][CH2:22][CH2:23][CH2:24][C:25]([C:27]([NH3+])([C:37]([CH2:39][CH2:40][CH2:41][CH2:42][CH2:43][CH2:44][CH3:45])=O)[C:28]([CH2:30][CH2:31][CH2:32][CH2:33][CH2:34][CH2:35][CH3:36])=O)=O.[Cl-].C([Br:56])CCCCCCC>ClCCl>[Br:56][C:20]1[CH:21]=[CH:22][C:23]2[C:24]3[C:25](=[CH:14][C:2]([Br:1])=[CH:3][CH:4]=3)[C:27]([CH2:37][CH2:39][CH2:40][CH2:41][CH2:42][CH2:43][CH2:44][CH3:45])([CH2:28][CH2:30][CH2:31][CH2:32][CH2:33][CH2:34][CH2:35][CH3:36])[C:18]=2[CH:19]=1 |f:1.2,3.4|. Reported procedure: Dibromofluorene (320 g) prepared previously (as described above) is added to a KOH solution (1-l, 50% w/w) and Aliquat-336 (3 ml) at 85° C. in a 3 l three-necked round bottomed flask equipped with a magnetic stirrer, reflux condenser and dropping funnel. The suspension was heated to 85° C. at which temperature n-octylbromide (500 ml) is added dropwise, to form eventually a two-phase system. Once the addition is complete the reaction is stirred at 85° C. overnight, and then allowed to cool to roo... Starting materials: COC(=O)NC=1NC2=C(N1)C=CC=C2 (2-(methoxycarbonylamino)-benzimidazole), CC=1C=C(C=CC1)OC#N (3-methylphenyl cyanate). The solvent is C(Cl)(Cl)Cl (chloroform), C(Cl)(Cl)Cl (chloroform). Reaction conditions: temperature 20 celsius. Yields the product CC=1C=C(C=CC1)OC(=N)N1C(=NC2=C1C=CC=C2)NC(=O)OC (2-(Methoxycarbonylamino)-benzimidazole-1-carboximidic acid (3-methylphenyl) ester). As a reaction SMILES: [CH3:1][O:2][C:3]([NH:5][C:6]1[NH:7][C:8]2[CH:14]=[CH:13][CH:12]=[CH:11][C:9]=2[N:10]=1)=[O:4].[CH3:15][C:16]1[CH:17]=[C:18]([O:22][C:23]#[N:24])[CH:19]=[CH:20][CH:21]=1>C(Cl)(Cl)Cl>[CH3:15][C:16]1[CH:17]=[C:18]([O:22][C:23]([N:10]2[C:9]3[CH:11]=[CH:12][CH:13]=[CH:14][C:8]=3[N:7]=[C:6]2[NH:5][C:3]([O:2][CH3:1])=[O:4])=[NH:24])[CH:19]=[CH:20][CH:21]=1. Procedure: To a suspension of 9.56 g. (0.05 mole) 2-(methoxycarbonylamino)-benzimidazole in 300 ml chloroform a solution of 7.19 g (0.054 mole) 3-methylphenyl cyanate in 20 ml chloroform is added in drops while stirring at 20°C. The reaction mixture is stirred for 5 hours at room temperature and then filtered. The clear filtrate is concentrated under vacuum until dry. The colorless crystalline residue is treated with ether. Starting materials: ester, COC(C1=C(C=CC(=C1)C=1SC=C(N1)C1=CC(=C(C=C1)Cl)Cl)Br)=O (2-bromo-5-[4-(3,4-dichloro-phenyl)-thiazol-2-yl]-benzoic acid methyl ester), COC(C1=C(C=CC(=C1)C=1SC=C(N1)C1=CC(=C(C=C1)Cl)Cl)Br)=O (2-bromo-5-[4-(3,4-dichloro-phenyl)-thiazol-2-yl]-benzoic acid methyl ester), ClC1=C(C(=CC=C1)OC)B(O)O (2-chloro-6-methoxyphenylboronic acid). Product: ClC1=C(C(=CC=C1)OC)C=1C(=CC(=CC1)C=1SC=C(N1)C1=CC(=C(C=C1)Cl)Cl)C(=O)O (2′-chloro-4-[4-(3,4-dichloro-phenyl)-thiazol-2-yl]-6′-methoxy-biphenyl-2-carboxylic acid). Yield: 4.1%. As a reaction SMILES: C[O:2][C:3](=[O:24])[C:4]1[CH:9]=[C:8]([C:10]2[S:11][CH:12]=[C:13]([C:15]3[CH:20]=[CH:19][C:18]([Cl:21])=[C:17]([Cl:22])[CH:16]=3)[N:14]=2)[CH:7]=[CH:6][C:5]=1Br.[Cl:25][C:26]1[CH:31]=[CH:30][CH:29]=[C:28]([O:32][CH3:33])[C:27]=1B(O)O>>[Cl:25][C:26]1[CH:31]=[CH:30][CH:29]=[C:28]([O:32][CH3:33])[C:27]=1[C:5]1[C:4]([C:3]([OH:2])=[O:24])=[CH:9][C:8]([C:10]2[S:11][CH:12]=[C:13]([C:15]3[CH:20]=[CH:19][C:18]([Cl:21])=[C:17]([Cl:22])[CH:16]=3)[N:14]=2)=[CH:7][CH:6]=1. Reported procedure: Using the conditions of General Procedure A for Suzuki Coupling and Hydrolysis in Parallel Mode, 2-bromo-5-[4-(3,4-dichloro-phenyl)-thiazol-2-yl]-benzoic acid methyl ester (which may be prepared as described for Intermediate 6; 111 mg, 0.25 mmol) was reacted 2-chloro-6-methoxyphenylboronic acid (available from Aldrich Chemical Company, Inc.; 93 mg, 0.5 mmol). The resulting ester was hydrolyzed and the acid was purified to give 2′-chloro-4-[4-(3,4-dichloro-phenyl)-thiazol-2-yl]-6′-methoxy-bipheny... Reactants: BrC(Br)(Br)Br, CCC#CCCCCCCCCCCOC1CCCCO1, ClCCl, c1ccc(P(c2ccccc2)c2ccccc2)cc1. Product: CCC#CCCCCCCCCCCBr. Reaction SMILES: [C:22]([Br:23])([Br:24])([Br:25])[Br:26].[CH2:1]([CH2:2][CH2:3][CH2:4][CH2:5][CH2:6][CH2:7][CH2:8][CH2:9][CH2:10][C:11]#[C:12][CH2:13][CH3:14])[O:15][CH:16]1[CH2:17][CH2:18][CH2:19][CH2:20][O:21]1.[Cl:46][CH2:47][Cl:48].[c:27]1([P:28]([c:29]2[cH:30][cH:31][cH:32][cH:33][cH:34]2)[c:35]2[cH:36][cH:37][cH:38][cH:39][cH:40]2)[cH:41][cH:42][cH:43][cH:44][cH:45]1>>[CH2:1]([CH2:2][CH2:3][CH2:4][CH2:5][CH2:6][CH2:7][CH2:8][CH2:9][CH2:10][C:11]#[C:12][CH2:13][CH3:14])[Br:23]. Starting materials: O=S1(CCN(CC1)C(=O)C=1NC2=CC=C(C=C2C1)C(=O)N1CCN(CC1)C(C)C)=O ([2-(1,1-Dioxo-thiomorpholine-4-carbonyl)-1H-indol-5-yl]-(4-isopropyl-piperazin-1-yl)-methanone), FC(C=1C=C(C=CC1)B(O)O)(F)F (3-(trifluoromethyl)phenylboronic acid), N1=CC=CC=C1 (pyridine). The reagents and catalysts are C(C)(=O)[O-].[Cu+2].C(C)(=O)[O-] (copper(II) acetate). Run in ClCCl (dichloromethane). The product is O=S1(CCN(CC1)C(=O)C=1N(C2=CC=C(C=C2C1)C(=O)N1CCN(CC1)C(C)C)C1=CC(=CC=C1)C(F)(F)F)=O ((1,1-Dioxo-thiomorpholin-4-yl)-[5-(4-isopropyl-piperazine-1-carbonyl)-1-(3-trifluoromethyl-phenyl)-1H-indol-2-yl]-methanone). The yield is 35.0%. RXN SMILES: [O:1]=[S:2]1(=[O:30])[CH2:7][CH2:6][N:5]([C:8]([C:10]2[NH:11][C:12]3[C:17]([CH:18]=2)=[CH:16][C:15]([C:19]([N:21]2[CH2:26][CH2:25][N:24]([CH:27]([CH3:29])[CH3:28])[CH2:23][CH2:22]2)=[O:20])=[CH:14][CH:13]=3)=[O:9])[CH2:4][CH2:3]1.[F:31][C:32]([F:43])([F:42])[C:33]1[CH:34]=[C:35](B(O)O)[CH:36]=[CH:37][CH:38]=1.N1C=CC=CC=1>ClCCl.C([O-])(=O)C.[Cu+2].C([O-])(=O)C>[O:30]=[S:2]1(=[O:1])[CH2:7][CH2:6][N:5]([C:8]([C:10]2[N:11]([C:37]3[CH:36]=[CH:35][CH:34]=[C:33]([C:32]([F:43])([F:42])[F:31])[CH:38]=3)[C:12]3[C:17]([CH:18]=2)=[CH:16][C:15]([C:19]([N:21]2[CH2:22][CH2:23][N:24]([CH:27]([CH3:28])[CH3:29])[CH2:25][CH2:26]2)=[O:20])=[CH:14][CH:13]=3)=[O:9])[CH2:4][CH2:3]1 |f:4.5.6|. Reported procedure: The title compound was synthesized in analogy to example 66, from [2-(1,1-dioxo-thiomorpholine-4-carbonyl)-1H-indol-5-yl]-(4-isopropyl-piperazin-1-yl)-methanone (example 1), 3-(trifluoromethyl)phenylboronic acid, copper(II) acetate and pyridine, in dichloromethane, to give the desired product as a light yellow foam (35%).